Dataset: the Open Reaction Database (ORD), a public repository of structured organic reaction records. Task: describe an organic reaction: reactants, conditions, products, and yield Starting materials: CCN(CC)C(=O)C(CCC#N)C(=O)NS(=O)(=O)C=Cc1ccccc1, CC(C)Nc1ccc(F)cc1. The product is CC(C)N(C(=O)C(CCC#N)C(=O)NS(=O)(=O)C=Cc1ccccc1)c1ccc(F)cc1. Reaction SMILES: [C:1](#[N:2])[CH2:3][CH2:4][CH:5]([C:6](=[O:7])[N:8]([CH2:9][CH3:10])[CH2:11][CH3:12])[C:13](=[O:14])[NH:15][S:16](=[O:17])(=[O:18])[CH:19]=[CH:20][c:21]1[cH:22][cH:23][cH:24][cH:25][cH:26]1.[F:27][c:28]1[cH:29][cH:30][c:31]([NH:32][CH:33]([CH3:34])[CH3:35])[cH:36][cH:37]1>>[C:1](#[N:2])[CH2:3][CH2:4][CH:5]([C:6](=[O:7])[N:32]([c:31]1[cH:30][cH:29][c:28]([F:27])[cH:37][cH:36]1)[CH:33]([CH3:34])[CH3:35])[C:13](=[O:14])[NH:15][S:16](=[O:17])(=[O:18])[CH:19]=[CH:20][c:21]1[cH:22][cH:23][cH:24][cH:25][cH:26]1. Reactants: [H-].[Na+] (sodium hydride), FC1=C(C=CC=C1)O (o-fluorophenol), O1CCCC1 (tetrahydrofuran), FC1=C(C=CC(=C1)F)[N+](=O)[O-] (2,4-difluoro-1-nitrobenzene). The solvent is O (Water). Conditions: time 2 hour. Product: FC1=CC(=C(C=C1)[N+](=O)[O-])OC1=C(C=CC=C1)F (4-fluoro-2-(2-fluorophenoxy)-1-nitrobenzene). As a reaction SMILES: [H-].[Na+].O1CCCC1.F[C:9]1[CH:14]=[C:13]([F:15])[CH:12]=[CH:11][C:10]=1[N+:16]([O-:18])=[O:17].[F:19][C:20]1[CH:25]=[CH:24][CH:23]=[CH:22][C:21]=1[OH:26]>O>[F:15][C:13]1[CH:12]=[CH:11][C:10]([N+:16]([O-:18])=[O:17])=[C:9]([O:26][C:21]2[CH:22]=[CH:23][CH:24]=[CH:25][C:20]=2[F:19])[CH:14]=1 |f:0.1|. Reported procedure: With cooling with ice, 377 mg of sodium hydride (30% liquid paraffin added) was added to a tetrahydrofuran solution of 2,4-difluoro-1-nitrobenzene (1 g), and then o-fluorophenol (775 mg) was added, and stirred at room temperature for 2 hours. Water was added, then extracted with ethyl acetate, and the organic layer was washed with saturated saline water. After dried, the solvent was evaporated away under reduced pressure, and the residue was purified by silica gel column chromatography (developi... The reactants are COC(=O)C1=C(C)NC(C)=C(C(=O)O)C1c1cccc([N+](=O)[O-])c1, Cc1ccccc1, C(=NC1CCCCC1)=NC1CCCCC1, OCC=Cc1ccc(-n2ccnc2)cc1. The product is COC(=O)C1=C(C)NC(C)=C(C(=O)OCC=Cc2ccc(-n3ccnc3)cc2)C1c1cccc([N+](=O)[O-])c1. RXN SMILES: [CH3:1][C:2]1=[C:7]([C:8](=[O:9])[OH:10])[CH:6]([c:11]2[cH:12][c:13]([N+:17](=[O:18])[O-:19])[cH:14][cH:15][cH:16]2)[C:5]([C:20](=[O:21])[O:22][CH3:23])=[C:4]([CH3:24])[NH:3]1.[CH3:55][c:56]1[cH:57][cH:58][cH:59][cH:60][cH:61]1.[CH:40]1([N:41]=[C:42]=[N:43][CH:44]2[CH2:45][CH2:46][CH2:47][CH2:48][CH2:49]2)[CH2:50][CH2:51][CH2:52][CH2:53][CH2:54]1.[n:25]1(-[c:30]2[cH:31][cH:32][c:33]([CH:36]=[CH:37][CH2:38][OH:39])[cH:34][cH:35]2)[cH:26][n:27][cH:28][cH:29]1>>[CH3:1][C:2]1=[C:7]([C:8](=[O:9])[O:10][CH2:38][CH:37]=[CH:36][c:33]2[cH:32][cH:31][c:30](-[n:25]3[cH:26][n:27][cH:28][cH:29]3)[cH:35][cH:34]2)[CH:6]([c:11]2[cH:12][c:13]([N+:17](=[O:18])[O-:19])[cH:14][cH:15][cH:16]2)[C:5]([C:20](=[O:21])[O:22][CH3:23])=[C:4]([CH3:24])[NH:3]1. The reactants are S1C(SC2=C1C=CC=C2)=NCCC2=CNC1=CC=CC=C21 (N-(1,3-benzodithiol-2-ylidene)-1H-indol-3-ethanamine), ClC1=CC=C(C(=O)Cl)C=C1 (p-chlorobenzoyl chloride), [H-].[Na+] (Sodium hydride), O (water). Run in COCCOC (1,2-dimethoxyethane), COCCOC (1,2-dimethoxyethane), COCCOC (1,2-dimethoxyethane). Conditions: time 4 hour. Yields the product S1C(SC2=C1C=CC=C2)=NCCC2=CN(C1=CC=CC=C21)C(=O)C2=CC=C(C=C2)Cl (N-(1,3-Benzodithiol-2-ylidene)-1-[(4-chlorophenyl)carbonyl]-1H-indole-3-ethanamine). Reaction SMILES: [H-].[Na+].[S:3]1[C:7]2[CH:8]=[CH:9][CH:10]=[CH:11][C:6]=2[S:5][C:4]1=[N:12][CH2:13][CH2:14][C:15]1[C:23]2[C:18](=[CH:19][CH:20]=[CH:21][CH:22]=2)[NH:17][CH:16]=1.[Cl:24][C:25]1[CH:33]=[CH:32][C:28]([C:29](Cl)=[O:30])=[CH:27][CH:26]=1.O>COCCOC>[S:3]1[C:7]2[CH:8]=[CH:9][CH:10]=[CH:11][C:6]=2[S:5][C:4]1=[N:12][CH2:13][CH2:14][C:15]1[C:23]2[C:18](=[CH:19][CH:20]=[CH:21][CH:22]=2)[N:17]([C:29]([C:28]2[CH:32]=[CH:33][C:25]([Cl:24])=[CH:26][CH:27]=2)=[O:30])[CH:16]=1 |f:0.1|. Reported procedure: Sodium hydride (57% dispersion in mineral oil; 408 mg) is slurried in 10 ml of anhydrous 1,2-dimethoxyethane and treated dropwise with N-(1,3-benzodithiol-2-ylidene)-1H-indol-3-ethanamine (3g, prepared as described in Example 30) in 15 ml of anhydrous 1,2-dimethoxyethane. The reaction mixture is heated at reflux for two hours. A solution of p-chlorobenzoyl chloride (1.69g) in 10 ml of anhydrous 1,2-dimethoxyethane is added dropwise to the refluxing mixture. Refluxing is continued for an addition...